From a dataset of the Open Reaction Database (ORD), a public repository of structured organic reaction records. describe an organic reaction: reactants, conditions, products, and yield Starting materials: BrC1=CC2=C(N(C(C(O2)(C)C)=O)CCCCOC)C=C1C(=O)N([C@H]1CN(CCC1)C(=O)OC(C)(C)C)C(C)C (tert-Butyl (3R)-3-[{[7-bromo-4-(4-methoxybutyl)-2,2-dimethyl-3-oxo-3,4-dihydro-2H-1,4-benzoxazin-6-yl]carbonyl}(isopropyl)amino]piperidine-1-carboxylate), CuBr, C[O-].[Na+] (NaOMe), CN(C)C=O (DMF). Solvent: O (water). Conditions: temperature 100 celsius, time 15 hour. Yields the product C(C)(C)N([C@H]1CN(CCC1)C(=O)OC(C)(C)C)C(=O)C=1C(=CC2=C(N(C(C(O2)(C)C)=O)CCCCOC)C1)OC (tert-Butyl (3R)-3-(isopropyl{[7-methoxy-4-(4-methoxybutyl)-2,2-dimethyl-3-oxo-3,4-dihydro-2H-1,4-benzoxazin-6-yl]carbonyl}amino)piperidine-1-carboxylate). RXN SMILES: Br[C:2]1[C:20]([C:21]([N:23]([CH:37]([CH3:39])[CH3:38])[C@@H:24]2[CH2:29][CH2:28][CH2:27][N:26]([C:30]([O:32][C:33]([CH3:36])([CH3:35])[CH3:34])=[O:31])[CH2:25]2)=[O:22])=[CH:19][C:5]2[N:6]([CH2:13][CH2:14][CH2:15][CH2:16][O:17][CH3:18])[C:7](=[O:12])[C:8]([CH3:11])([CH3:10])[O:9][C:4]=2[CH:3]=1.C[O-].[Na+].CN([CH:46]=[O:47])C>O>[CH:37]([N:23]([C:21]([C:20]1[C:2]([O:47][CH3:46])=[CH:3][C:4]2[O:9][C:8]([CH3:11])([CH3:10])[C:7](=[O:12])[N:6]([CH2:13][CH2:14][CH2:15][CH2:16][O:17][CH3:18])[C:5]=2[CH:19]=1)=[O:22])[C@@H:24]1[CH2:29][CH2:28][CH2:27][N:26]([C:30]([O:32][C:33]([CH3:36])([CH3:35])[CH3:34])=[O:31])[CH2:25]1)([CH3:39])[CH3:38] |f:1.2|. Procedure: To tert-Butyl (3R)-3-[{[7-bromo-4-(4-methoxybutyl)-2,2-dimethyl-3-oxo-3,4-dihydro-2H-1,4-benzoxazin-6-yl]carbonyl}(isopropyl)amino]piperidine-1-carboxylate (500 mg) were added CuBr (59 mg), NaOMe (1M methanol solution) (16.4 ml) and DMF (5.5 ml), and the mixture was stirred at 100° C. for 15 hours. After the reaction was complete, water was added to the reaction solution, and the mixture was extracted with ethyl acetate solution. The obtained ethyl acetate solution was washed with water and a sa...